The task is: describe an organic reaction: reactants, conditions, products, and yield. This data is from the Open Reaction Database (ORD), a public repository of structured organic reaction records. Starting materials: CCCCC(Oc1ccc(C(C)(C)CC)cc1C(C)(C)CC)C(=O)Cl, CC(C)(C)c1ccc(Oc2ccc(OCc3ccccc3)cc2[N+](=O)[O-])cc1, Cc1ccccc1, O=C[O-], CC(C)O, [K+], CC(C)(C)c1ccc(Oc2ccc(O)cc2N)cc1, O. The product is CCCCC(Oc1ccc(C(C)(C)CC)cc1C(C)(C)CC)C(=O)Nc1cc(O)ccc1Oc1ccc(C(C)(C)C)cc1. As a reaction SMILES: [C:52]([CH3:53])([CH3:54])([CH2:55][CH3:56])[c:57]1[c:58]([O:59][CH:60]([C:61](=[O:62])[Cl:63])[CH2:64][CH2:65][CH2:66][CH3:67])[cH:68][cH:69][c:70]([C:72]([CH3:73])([CH3:74])[CH2:75][CH3:76])[cH:71]1.[CH2:1]([O:2][c:3]1[cH:4][cH:5][c:6]([O:7][c:8]2[cH:9][cH:10][c:11]([C:12]([CH3:13])([CH3:14])[CH3:15])[cH:16][cH:17]2)[c:18]([N+:19]([O-:20])=[O:21])[cH:22]1)[c:23]1[cH:24][cH:25][cH:26][cH:27][cH:28]1.[CH3:78][c:79]1[cH:80][cH:81][cH:82][cH:83][cH:84]1.[CH:29]([O-:30])=[O:31].[CH:85]([OH:86])([CH3:87])[CH3:88].[K+:32].[NH2:33][c:34]1[c:35]([O:41][c:42]2[cH:43][cH:44][c:45]([C:48]([CH3:49])([CH3:50])[CH3:51])[cH:46][cH:47]2)[cH:36][cH:37][c:38]([OH:40])[cH:39]1.[OH2:77]>>[NH:33]([c:34]1[c:35]([O:41][c:42]2[cH:43][cH:44][c:45]([C:48]([CH3:49])([CH3:50])[CH3:51])[cH:46][cH:47]2)[cH:36][cH:37][c:38]([OH:40])[cH:39]1)[C:61]([CH:60]([O:59][c:58]1[c:57]([C:52]([CH3:53])([CH3:54])[CH2:55][CH3:56])[cH:71][c:70]([C:72]([CH3:73])([CH3:74])[CH2:75][CH3:76])[cH:69][cH:68]1)[CH2:64][CH2:65][CH2:66][CH3:67])=[O:62].